This data is from the Open Reaction Database (ORD), a public repository of structured organic reaction records. The task is: describe an organic reaction: reactants, conditions, products, and yield The reactants are Cl.Cl.N(N)C1=NC=CC=C1 (2-hydrazinopyridine dihydrochloride), C(=O)(OC(C)(C)C)N1CCC(CC1)C(=O)O (1-Boc-piperidine-4-carboxylic acid), CCN(C(C)C)C(C)C (DIPEA), C=1C=CC2=C(C1)N=NN2O (HOBT), C(CCl)Cl (EDC). Run in C(Cl)Cl (CH2Cl2). Conditions: time 18 hour. The product is C(C)(C)(C)OC(=O)N1CCC(CC1)C(=O)NNC1=NC=CC=C1 (1-(t-Butoxycarbonyl)-4-(2-(2-pyridinyl)hydrazino)carbonyl-piperidine). Isolated yield 75.2%. RXN SMILES: Cl.Cl.[NH:3]([C:5]1[CH:10]=[CH:9][CH:8]=[CH:7][N:6]=1)[NH2:4].[C:11]([N:18]1[CH2:23][CH2:22][CH:21]([C:24](O)=[O:25])[CH2:20][CH2:19]1)([O:13][C:14]([CH3:17])([CH3:16])[CH3:15])=[O:12].CCN(C(C)C)C(C)C.C1C=CC2N(O)N=NC=2C=1.C(Cl)CCl>C(Cl)Cl>[C:14]([O:13][C:11]([N:18]1[CH2:23][CH2:22][CH:21]([C:24]([NH:4][NH:3][C:5]2[CH:10]=[CH:9][CH:8]=[CH:7][N:6]=2)=[O:25])[CH2:20][CH2:19]1)=[O:12])([CH3:17])([CH3:16])[CH3:15] |f:0.1.2|. Procedure: To a mixture of 2-hydrazinopyridine dihydrochloride (2.49 g, 13.7 mmol) and 1-Boc-piperidine-4-carboxylic acid (3.14 g, 13.7 mmol) in 30 mL of CH2Cl2 was added DIPEA (5.96 mL) followed by HOBT (2.22 g, 16.4 mmol) and EDC (3.93 g, 20.5 mmol) at rt. After stirring at rt for 18 h, the reaction mixture was partitioned between CH2Cl2 and water. The aqueous layer was extracted with CH2Cl2 (3×). Combined organic phase was washed with brine and dried over anhydrous MgSO4. Concentration under reduced pre... Reported procedure: A solution of 95 grams of p-toluenesulfonyl chloride in 175 ml. of pyridine was added dropwise to a stirred solution of 135 grams of N-ethyl ethylenediamine in 250 ml. of pyridine cooled in an ice bath. After addition was completed, the mixture was stirred one-half hour at room temperature then heated in a steam bath for one-half hour. The solvent was removed in vacuo. The residue was dissolved in ethyl acetate and extracted with sodium carbonate solution and water. After drying the ethyl acetat... Run in N1=CC=CC=C1 (pyridine), N1=CC=CC=C1 (pyridine). The reactants are C1(=CC=C(C=C1)S(=O)(=O)Cl)C (p-toluenesulfonyl chloride), C(C)NCCN (N-ethyl ethylenediamine). Product: C(C)NCCNS(=O)(=O)C1=CC=C(C=C1)C (N-[2-(ethylamino)ethyl]-p-toluenesulfonamide). Reaction SMILES: [C:1]1([CH3:11])[CH:6]=[CH:5][C:4]([S:7](Cl)(=[O:9])=[O:8])=[CH:3][CH:2]=1.[CH2:12]([NH:14][CH2:15][CH2:16][NH2:17])[CH3:13]>N1C=CC=CC=1>[CH2:12]([NH:14][CH2:15][CH2:16][NH:17][S:7]([C:4]1[CH:5]=[CH:6][C:1]([CH3:11])=[CH:2][CH:3]=1)(=[O:9])=[O:8])[CH3:13]. Starting materials: CCOC(=O)C(CNC(=O)CN)NS(=O)(=O)c1ccccc1, CN(C)C=O, O=C(O)CCCCNc1ccccn1. The product is CCOC(=O)C(CNC(=O)CNC(=O)CCCCNc1ccccn1)NS(=O)(=O)c1ccccc1. Reaction SMILES: [CH2:15]([CH3:16])[O:17][C:18]([CH:19]([CH2:20][NH:21][C:22]([CH2:23][NH2:24])=[O:25])[NH:26][S:27](=[O:28])(=[O:29])[c:30]1[cH:31][cH:32][cH:33][cH:34][cH:35]1)=[O:36].[O:37]=[CH:38][N:39]([CH3:40])[CH3:41].[n:1]1[c:2]([NH:7][CH2:8][CH2:9][CH2:10][CH2:11][C:12](=[O:13])[OH:14])[cH:3][cH:4][cH:5][cH:6]1>>[n:1]1[c:2]([NH:7][CH2:8][CH2:9][CH2:10][CH2:11][C:12](=[O:14])[NH:24][CH2:23][C:22]([NH:21][CH2:20][CH:19]([C:18]([O:17][CH2:15][CH3:16])=[O:36])[NH:26][S:27](=[O:28])(=[O:29])[c:30]2[cH:31][cH:32][cH:33][cH:34][cH:35]2)=[O:25])[cH:3][cH:4][cH:5][cH:6]1. The reactants are O=C(NCC=Cc1ccccc1)C(F)(F)F, CN(C)P(=O)(N(C)C)N(C)C, ClC=CCCl, [H-], [I-], [Na+], [Na+], O. Product: O=C(N(CC=CCl)CC=Cc1ccccc1)C(F)(F)F. RXN SMILES: [CH2:1]([CH:2]=[CH:3][c:4]1[cH:5][cH:6][cH:7][cH:8][cH:9]1)[NH:10][C:11]([C:12]([F:13])([F:14])[F:15])=[O:16].[CH3:26][N:27]([CH3:28])[P:29](=[O:30])([N:31]([CH3:32])[CH3:33])[N:34]([CH3:35])[CH3:36].[Cl:19][CH:20]=[CH:21][CH2:22][Cl:23].[H-:17].[I-:25].[Na+:18].[Na+:24].[OH2:37]>>[CH2:1]([CH:2]=[CH:3][c:4]1[cH:5][cH:6][cH:7][cH:8][cH:9]1)[N:10]([C:11]([C:12]([F:13])([F:14])[F:15])=[O:16])[CH2:22][CH:21]=[CH:20][Cl:19].